This data is from the Open Reaction Database (ORD), a public repository of structured organic reaction records. The task is: describe an organic reaction: reactants, conditions, products, and yield Starting materials: F[B-](F)(F)F.CO[N+]12CCN(CC1)CC2 (1-methoxy-4-aza-1-azoniabicyclo[2.2.2]octane tetrafluoroborate), B(F)(F)F (boron trifluoride), FF (fluorine). Run in C(C)#N (acetonitrile). Product: F[B-](F)(F)F.F[B-](F)(F)F.F[N+]12CC[N+](CC1)(CC2)OC (1 -fluoro-4-methoxy- 1,4-diazoniabicyclo[2.2.2]octane bis(tetrafluoroborate)). Reaction SMILES: [F:1][B-:2]([F:5])([F:4])[F:3].[CH3:6][O:7][N+:8]12[CH2:15][CH2:14][N:11]([CH2:12][CH2:13]1)[CH2:10][CH2:9]2.B(F)(F)[F:17].FF>C(#N)C>[F:1][B-:2]([F:5])([F:4])[F:3].[F:1][B-:2]([F:5])([F:4])[F:3].[F:17][N+:11]12[CH2:14][CH2:15][N+:8]([O:7][CH3:6])([CH2:13][CH2:12]1)[CH2:9][CH2:10]2 |f:0.1,5.6.7|. Procedure details: A solution of 1-methoxy-4-aza-1-azoniabicyclo[2.2.2]octane tetrafluoroborate (23 g, 10 mmole) and boron trifluoride gas (6.7 g, 10 mmole) in acetonitrile (125 mL) was cooled to 8° C. and treated with a mixture of fluorine in nitrogen (10 % V/V, 12 mmole). The reaction was evaporated, the remaining solid washed with DME and dried to afford 1 -fluoro-4-methoxy- 1,4-diazoniabicyclo[2.2.2]octane bis(tetrafluoroborate). Reactants: OC1=CC=C(C(=O)OC2=CC=CC=C2)C=C1 (phenyl p-hydroxybenzoate), [H-].[Na+] (sodium hydride), ClCCN1CCCC1 (1-chloro-2-pyrrolidinoethane). Solvent: CN(C)C=O (DMF). Reaction conditions: temperature 60 celsius, time 8 hour. Product: N1(CCCC1)CCOC1=CC=C(C(=O)OC2=CC=CC=C2)C=C1 (phenyl p-(2-pyrrolidinoethoxy)benzoate). The yield is 70.7%. RXN SMILES: [OH:1][C:2]1[CH:16]=[CH:15][C:5]([C:6]([O:8][C:9]2[CH:14]=[CH:13][CH:12]=[CH:11][CH:10]=2)=[O:7])=[CH:4][CH:3]=1.[H-].[Na+].Cl[CH2:20][CH2:21][N:22]1[CH2:26][CH2:25][CH2:24][CH2:23]1>CN(C=O)C>[N:22]1([CH2:21][CH2:20][O:1][C:2]2[CH:16]=[CH:15][C:5]([C:6]([O:8][C:9]3[CH:14]=[CH:13][CH:12]=[CH:11][CH:10]=3)=[O:7])=[CH:4][CH:3]=2)[CH2:26][CH2:25][CH2:24][CH2:23]1 |f:1.2|. Procedure details: To 300 ml. of DMF were added 107 grams of phenyl p-hydroxybenzoate and 26 grams of sodium hydride (50 percent in oil). The mixture was heated at 60° C. for two hours. To the mixture then were added 67 grams of 1-chloro-2-pyrrolidinoethane, and the mixture was stirred overnight at 85° C. The bulk of the DMF then was evaporated from the mixture. Water was added to the residue, and the aqueous mixture was extracted with ethyl acetate. The ethyl acetate extract was concentrated, and the residue was ... Run at temperature 70 celsius, time 2 hour. The yield is 24.5%. Reported procedure: After adding N,N-dimethylformamide (20 ml) to [1,4]diazepane-1-carboxylic acid benzyl ester (2 ml) under a nitrogen atmosphere, potassium carbonate (6.67 g) and 2-dimethylaminoethyl chloride (1.67 g) were added at room temperature. The reaction mixture was heated to 70° C. and stirred for 2 hours. It was then heated to 80° C. and stirred for 1 hour. Next, 2-dimethylaminoethyl chloride (420 mg) was further added and the reaction mixture was stirred for 2 hours. The reaction mixture was then coole... As a reaction SMILES: [CH2:1]([O:8][C:9]([N:11]1[CH2:17][CH2:16][CH2:15][NH:14][CH2:13][CH2:12]1)=[O:10])[C:2]1[CH:7]=[CH:6][CH:5]=[CH:4][CH:3]=1.C(=O)([O-])[O-].[K+].[K+].[CH3:24][N:25]([CH3:29])[CH2:26][CH2:27]Cl>CN(C)C=O>[CH2:1]([O:8][C:9]([N:11]1[CH2:17][CH2:16][CH2:15][N:14]([CH2:27][CH2:26][N:25]([CH3:29])[CH3:24])[CH2:13][CH2:12]1)=[O:10])[C:2]1[CH:7]=[CH:6][CH:5]=[CH:4][CH:3]=1 |f:1.2.3|. The product is crude product, C(C1=CC=CC=C1)OC(=O)N1CCN(CCC1)CCN(C)C (4-(2-dimethylaminoethyl)-[1,4]diazepane-1-carboxylic acid benzyl ester). Reactants: CN(CCCl)C (2-dimethylaminoethyl chloride), C([O-])([O-])=O.[K+].[K+] (potassium carbonate), CN(CCCl)C (2-dimethylaminoethyl chloride), C(C1=CC=CC=C1)OC(=O)N1CCNCCC1 ([1,4]diazepane-1-carboxylic acid benzyl ester). The solvent is CN(C=O)C (N,N-dimethylformamide). Reactants: COC(NC(C(C)C)C(=O)N1C(CCC1)C=1NC(=CN1)C1=CC=2C(C3=CC(=CC=C3C2C=C1)C1=CC2=C(N=C(N2)C2N(C3CCC2C3)C(C(C(C)C)NC(=O)OC)=O)C=C1)(F)F)=O ((1-{2-[5-(9,9-Difluoro-7-{2-[2-(2-methoxycarbonylamino-3-methyl-butyryl)-2-aza-bicyclo[2.2.1]hept-3-yl]-3H-benzoimidazol-5-yl}-9H-fluoren-2-yl)-1H-imidazol-2-yl]-pyrrolidine-1-carbonyl}-2-methyl-propyl)-carbamic acid methyl ester), N1[C@H](C(=O)O)CCC1 (proline), C(#N)C1C[C@H](NC1)C(=O)O (4-cyano-proline). Procedure details: was prepared in a similar fashion to (1-{2-[5-(9,9-Difluoro-7-{2-[2-(2-methoxycarbonylamino-3-methyl-butyryl)-2-aza-bicyclo[2.2.1]hept-3-yl]-3H-benzoimidazol-5-yl}-9H-fluoren-2-yl)-1H-imidazol-2-yl]-pyrrolidine-1-carbonyl}-2-methyl-propyl)-carbamic acid methyl ester (Example DK), replacing the proline derivative with the corresponding 4-cyano-proline derivative. Product: COC(NC(C(C)C)C(=O)N1C2CCC(C1C1=NC3=C(N1)C=C(C=C3)C3=CC=1C(C4=CC(=CC=C4C1C=C3)C=3NC(=NC3)C3N(CC(C3)C#N)C(C(C(C)C)NC(=O)OC)=O)(F)F)C2)=O ((1-{3-[6-(7-{2-[4-Cyano-1-(2-methoxycarbonylamino-3-methyl-butyryl)-pyrrolidin-2-yl]-3H-imidazol-4-yl}-9,9-difluoro-9H-fluoren-2-yl)-1H-benzoimidazol-2-yl]-2-aza-bicyclo[2.2.1]heptane-2-carbonyl}-2-methyl-propyl)-carbamic acid methyl ester). Reaction SMILES: [CH3:1][O:2][C:3](=[O:63])[NH:4][CH:5]([C:9]([N:11]1[CH2:15][CH2:14][CH2:13][CH:12]1[C:16]1[NH:17][C:18]([C:21]2[CH:33]=[CH:32][C:31]3[C:30]4[C:25](=[CH:26][C:27]([C:34]5[CH:60]=[CH:59][C:37]6[N:38]=[C:39]([CH:41]7[CH:46]8[CH2:47][CH:43]([CH2:44][CH2:45]8)[N:42]7[C:48](=[O:58])[CH:49]([NH:53][C:54]([O:56][CH3:57])=[O:55])[CH:50]([CH3:52])[CH3:51])[NH:40][C:36]=6[CH:35]=5)=[CH:28][CH:29]=4)[C:24]([F:62])([F:61])[C:23]=3[CH:22]=2)=[CH:19][N:20]=1)=[O:10])[CH:6]([CH3:8])[CH3:7].[NH:64]1CCC[C@H:65]1C(O)=O.C(C1CN[C@H](C(O)=O)C1)#N>>[CH3:57][O:56][C:54](=[O:55])[NH:53][CH:49]([C:48]([N:42]1[CH:41]([C:39]2[NH:40][C:36]3[CH:35]=[C:34]([C:27]4[CH:28]=[CH:29][C:30]5[C:31]6[C:23](=[CH:22][C:21]([C:18]7[NH:17][C:16]([CH:12]8[CH2:13][CH:14]([C:65]#[N:64])[CH2:15][N:11]8[C:9](=[O:10])[CH:5]([NH:4][C:3]([O:2][CH3:1])=[O:63])[CH:6]([CH3:7])[CH3:8])=[N:20][CH:19]=7)=[CH:33][CH:32]=6)[C:24]([F:62])([F:61])[C:25]=5[CH:26]=4)[CH:60]=[CH:59][C:37]=3[N:38]=2)[CH:46]2[CH2:47][CH:43]1[CH2:44][CH2:45]2)=[O:58])[CH:50]([CH3:52])[CH3:51]. Starting materials: ClC1=CC=C(C=C1)C1=NN(C(N1C1CC1)=O)CC(=O)O ([3-(4-chlorophenyl)-4-cyclopropyl-5-oxo-4,5-dihydro-1H-1,2,4-triazol-1-yl]-acetic acid), CCN=C=NCCCN(C)C.Cl (EDC hydrochloride), FC(C=1C=C(CN)C=CC1)(F)F (3-trifluoromethylbenzylamine), C=1C=CC2=C(C1)N=NN2O (HOBt). Solvent: CN(C=O)C (dimethylformamide). Reaction conditions: time 10 minute. The product is ClC1=CC=C(C=C1)C1=NN(C(N1C1CC1)=O)CC(=O)NCC1=CC(=CC=C1)C(F)(F)F (2-[3-(4-chlorophenyl)-4-cyclopropyl-5-oxo-4,5-dihydro-1H-1,2,4-triazol-1-yl]-N-[3-(trifluoro-methyl)phenylmethyl]-acetamide). As a reaction SMILES: [Cl:1][C:2]1[CH:7]=[CH:6][C:5]([C:8]2[N:12]([CH:13]3[CH2:15][CH2:14]3)[C:11](=[O:16])[N:10]([CH2:17][C:18]([OH:20])=O)[N:9]=2)=[CH:4][CH:3]=1.[F:21][C:22]([F:32])([F:31])[C:23]1[CH:24]=[C:25]([CH:28]=[CH:29][CH:30]=1)[CH2:26][NH2:27].C1C=CC2N(O)N=NC=2C=1.CCN=C=NCCCN(C)C.Cl>CN(C)C=O>[Cl:1][C:2]1[CH:3]=[CH:4][C:5]([C:8]2[N:12]([CH:13]3[CH2:14][CH2:15]3)[C:11](=[O:16])[N:10]([CH2:17][C:18]([NH:27][CH2:26][C:25]3[CH:28]=[CH:29][CH:30]=[C:23]([C:22]([F:21])([F:31])[F:32])[CH:24]=3)=[O:20])[N:9]=2)=[CH:6][CH:7]=1 |f:3.4|. Procedure details: 50.0 mg (0.170 mmol) of [3-(4-chlorophenyl)-4-cyclopropyl-5-oxo-4,5-dihydro-1H-1,2,4-triazol-1-yl]-acetic acid from Example 88A and 32.8 mg (0.187 mmol) of 3-trifluoromethylbenzylamine are placed in 2 ml dimethylformamide and treated with 27.6 mg (0.204 mmol) of HOBt. After 10 mins' stirring, 42.4 mg (0.221 mmol) of EDC hydrochloride are added and the mixture stirred overnight at room temperature. For the workup, the reaction mixture is partitioned between dichloromethane and water, and the orga... Reactants: ClC=1C=C2C(=C(C(=NC2=CC1)C)C)N1CC(C2=CC=C(C=C12)I)(C)C (6-chloro-4-(6-iodo-3,3-dimethylindolin-1-yl)-2,3-dimethylquinoline), OC(C)(C)C(C)(C)O.N1=CC=C(C=C1)B(O)O (pyridine-4-boronic acid pinacol). The product is ClC=1C=C2C(=C(C(=NC2=CC1)C)C)N1CC(C2=CC=C(C=C12)C1=CC=NC=C1)(C)C (6-chloro-4-(3,3-dimethyl-6-(4-pyridinyl)-2,3-dihydro-1H-indol-1-yl)-2,3-dimethylquinoline). Reaction SMILES: [Cl:1][C:2]1[CH:3]=[C:4]2[C:9](=[CH:10][CH:11]=1)[N:8]=[C:7]([CH3:12])[C:6]([CH3:13])=[C:5]2[N:14]1[C:22]2[C:17](=[CH:18][CH:19]=[C:20](I)[CH:21]=2)[C:16]([CH3:25])([CH3:24])[CH2:15]1.OC(C(O)(C)C)(C)C.[N:34]1[CH:39]=[CH:38][C:37](B(O)O)=[CH:36][CH:35]=1>>[Cl:1][C:2]1[CH:3]=[C:4]2[C:9](=[CH:10][CH:11]=1)[N:8]=[C:7]([CH3:12])[C:6]([CH3:13])=[C:5]2[N:14]1[C:22]2[C:17](=[CH:18][CH:19]=[C:20]([C:37]3[CH:38]=[CH:39][N:34]=[CH:35][CH:36]=3)[CH:21]=2)[C:16]([CH3:25])([CH3:24])[CH2:15]1 |f:1.2|. Procedure details: Prepared according to procedure W using 6-chloro-4-(6-iodo-3,3-dimethylindolin-1-yl)-2,3-dimethylquinoline (0.15 g, 0.32 mmol) and pyridine-4-boronic acid pinacol (0.1329 g, 0.65 mmol) to give 6-chloro-4-(3,3-dimethyl-6-(4-pyridinyl)-2,3-dihydro-1H-indol-1-yl)-2,3-dimethylquinoline as a brown solid: 1H NMR (400 MHz, DMSO-d6) δ ppm 8.53 (2H, d, J=4.3 Hz), 8.02 (1H, d, J=9.0 Hz), 7.82 (1H, d, J=2.3 Hz), 7.60 (1H, dd, J=9.0, 2.3 Hz), 7.28-7.35 (3H, m), 7.04 (1H, dd, J=7.6, 1.4 Hz), 6.12 (1H, d, J=1... Starting materials: [H-].[Na+] (NaH), ClC1=CC=C(C=C1)N1C(NC=C1C1=CC=CC=C1)=O (1-(4-chlorophenyl)-5-phenyl-4-imidazolin-2-one), COC(CCCCCCCBr)=O (8-bromocaprylic acid methyl ester). Solvent: CN(C)C=O (DMF). Product: COC(CCCCCCCN1C(N(C(=C1)C1=CC=CC=C1)C1=CC=C(C=C1)Cl)=O)=O (8-[3-(4-Chlorophenyl)-2-oxo-4-phenyl-4-imidazolin-1-yl] caprylic acid methyl ester). RXN SMILES: [H-].[Na+].[Cl:3][C:4]1[CH:9]=[CH:8][C:7]([N:10]2[C:14]([C:15]3[CH:20]=[CH:19][CH:18]=[CH:17][CH:16]=3)=[CH:13][NH:12][C:11]2=[O:21])=[CH:6][CH:5]=1.[CH3:22][O:23][C:24](=[O:33])[CH2:25][CH2:26][CH2:27][CH2:28][CH2:29][CH2:30][CH2:31]Br>CN(C=O)C>[CH3:22][O:23][C:24](=[O:33])[CH2:25][CH2:26][CH2:27][CH2:28][CH2:29][CH2:30][CH2:31][N:12]1[CH:13]=[C:14]([C:15]2[CH:20]=[CH:19][CH:18]=[CH:17][CH:16]=2)[N:10]([C:7]2[CH:6]=[CH:5][C:4]([Cl:3])=[CH:9][CH:8]=2)[C:11]1=[O:21] |f:0.1|. Procedure details: The product is produced as described in example 1 from 2.4 g of NaH (80% suspension in mineral oil), 21.6 g of 1-(4-chlorophenyl)-5-phenyl-4-imidazolin-2-one, 160 cc. of DMF, 19.0 g of 8-bromocaprylic acid methyl ester and 2.4 g of NaJ. Reactants: CO (MeOH), O[Li].O (LiOH hydrate), C(C1=CC=CC=C1)N([C@@H](C)C(=O)OC)C1=CC(=C(C=C1)F)Cl (methyl N-benzyl-N-(3-chloro-4-fluorophenyl)alaninate), C1CCOC1 (THF). Solvent: O (H2O). Run at time 24 hour. Yields the product [Li+].C(C1=CC=CC=C1)N([C@@H](C)C(=O)[O-])C1=CC(=C(C=C1)F)Cl (N-benzyl-N-(3-chloro-4-fluorophenyl)alanine lithium salt). Reaction SMILES: [CH2:1]([N:8]([C:15]1[CH:20]=[CH:19][C:18]([F:21])=[C:17]([Cl:22])[CH:16]=1)[C@H:9]([C:11]([O:13]C)=[O:12])[CH3:10])[C:2]1[CH:7]=[CH:6][CH:5]=[CH:4][CH:3]=1.C1COCC1.CO.O[Li:31].O>O>[Li+:31].[CH2:1]([N:8]([C:15]1[CH:20]=[CH:19][C:18]([F:21])=[C:17]([Cl:22])[CH:16]=1)[C@H:9]([C:11]([O-:13])=[O:12])[CH3:10])[C:2]1[CH:3]=[CH:4][CH:5]=[CH:6][CH:7]=1 |f:3.4,6.7|. Reported procedure: Methyl N-benzyl-N-(3-chloro-4-fluorophenyl)alaninate (2-1, 0.870 g, 2.704 mmol) in a 3:1:1 mixture of THF:MeOH:H2O (100 mL) was treated with LiOH hydrate (0.119 g, 2.974 mmol) then stirred 24 h. Upon completion, the reaction mixture was concentrated under vacuum to yield N-benzyl-N-(3-chloro-4-fluorophenyl)alanine lithium salt (2-2). MS 308.2 found, 308.7 (M+H+) required.